This data is from the Open Reaction Database (ORD), a public repository of structured organic reaction records. The task is: describe an organic reaction: reactants, conditions, products, and yield The reactants are COc1nc2ccccc2nc1NC(=O)Oc1ccccc1, COc1ccccc1N1CCNCC1. Yields the product COc1ccccc1N1CCN(C(=O)Nc2nc3ccccc3nc2OC)CC1. As a reaction SMILES: [CH3:1][O:2][c:3]1[n:4][c:5]2[cH:6][cH:7][cH:8][cH:9][c:10]2[n:11][c:12]1[NH:13][C:14]([O:15][c:16]1[cH:17][cH:18][cH:19][cH:20][cH:21]1)=[O:22].[CH3:23][O:24][c:25]1[c:26]([N:31]2[CH2:32][CH2:33][NH:34][CH2:35][CH2:36]2)[cH:27][cH:28][cH:29][cH:30]1>>[CH3:1][O:2][c:3]1[n:4][c:5]2[cH:6][cH:7][cH:8][cH:9][c:10]2[n:11][c:12]1[NH:13][C:14](=[O:22])[N:34]1[CH2:33][CH2:32][N:31]([c:26]2[c:25]([O:24][CH3:23])[cH:30][cH:29][cH:28][cH:27]2)[CH2:36][CH2:35]1. Reaction SMILES: [Cl:34][C:35]([Cl:36])([Cl:37])[Cl:38].[c:15]1([P:16]([c:17]2[cH:18][cH:19][cH:20][cH:21][cH:22]2)[c:23]2[cH:24][cH:25][cH:26][cH:27][cH:28]2)[cH:29][cH:30][cH:31][cH:32][cH:33]1.[cH:39]1[cH:40][cH:41][n:42][cH:43][cH:44]1.[n:1]1[cH:2][n:3]([CH2:10][O:11][CH2:12][CH2:13][OH:14])[c:4]2[n:5][cH:6][cH:7][cH:8][c:9]12>>[n:1]1[cH:2][n:3]([CH2:10][O:11][CH2:12][CH2:13][Cl:34])[c:4]2[n:5][cH:6][cH:7][cH:8][c:9]12. Reactants: ClC(Cl)(Cl)Cl, c1ccc(P(c2ccccc2)c2ccccc2)cc1, c1ccncc1, OCCOCn1cnc2cccnc21. Product: ClCCOCn1cnc2cccnc21.